This data is from the Open Reaction Database (ORD), a public repository of structured organic reaction records. The task is: describe an organic reaction: reactants, conditions, products, and yield The reactants are C(C)(C)(C)OC(C/C(=C\C=1OC(=CC1)C)/C(=O)OC)=O (E-3-methoxycarbonyl-4-(5-methylfur-2-yl)-but-3-enoic acid t-butyl ester). Run in FC(C(=O)O)(F)F.O (trifluoroacetic acid water), C1(=CC=CC=C1)C (toluene). Product: COC(=O)\C(\CC(=O)O)=C\C=1OC(=CC1)C (E-3-Methoxycarbonyl-4-(5-methylfur-2-yl)-but-3-enoic acid). Isolated yield 94.4%. As a reaction SMILES: C([O:5][C:6](=[O:20])[CH2:7]/[C:8](/[C:16]([O:18][CH3:19])=[O:17])=[CH:9]\[C:10]1[O:11][C:12]([CH3:15])=[CH:13][CH:14]=1)(C)(C)C>FC(F)(F)C(O)=O.O.C1(C)C=CC=CC=1>[CH3:19][O:18][C:16](/[C:8](=[CH:9]/[C:10]1[O:11][C:12]([CH3:15])=[CH:13][CH:14]=1)/[CH2:7][C:6]([OH:20])=[O:5])=[O:17] |f:1.2|. Reported procedure: A solution of E-3-methoxycarbonyl-4-(5-methylfur-2-yl)-but-3-enoic acid t-butyl ester (Method 16; 1.39 g, 4.96 mmol) in trifluoroacetic acid/water (20 ml of 90:10 v/v) was stirred at ambient temperature for 20 mins; the reaction mixture was then diluted with toluene (30 ml) and evaporated in vacuo to yield a brown oil. After further azeotroping with toluene (30 ml), this set solid; trituration with isohexane and collection of the residue yielded the title compound as a brown solid (1.05 g, 95%)....